Dataset: the Open Reaction Database (ORD), a public repository of structured organic reaction records. Task: describe an organic reaction: reactants, conditions, products, and yield The reactants are BrCCCCBr, C1CCOC1, [H-], [Na+], c1c[nH]cn1. Product: BrCCCCn1ccnc1. As a reaction SMILES: [Br:6][CH2:7][CH2:8][CH2:9][CH2:10][Br:11].[CH2:14]1[O:15][CH2:16][CH2:17][CH2:18]1.[H-:13].[Na+:12].[nH:1]1[cH:2][n:3][cH:4][cH:5]1>>[n:1]1([CH2:10][CH2:9][CH2:8][CH2:7][Br:6])[cH:2][n:3][cH:4][cH:5]1. Reactants: ClC=1C(=C(C=C2C(C(=C3N(C12)C(S3)C)C(=O)OCC)=O)F)N3C[C@H](CC3)NC(C(F)(F)F)=O (ethyl 8-chloro-6-fluoro-1-methyl-4-oxo-7-((S)-3-trifluoroacetylamino-1-pyrrolidinyl)-1H,4H-[1,3]-thiazeto[3,2-a]quinoline-3-carboxylate), [OH-].[K+] (potassium hydroxide), C(C)(C)(C)O (tert-butanol), O (water). Solvent: C(C)(=O)O (acetic acid). Reaction conditions: time 5 hour. Yields the product N[C@@H]1CN(CC1)C1=C(C=C2C(C(=C3N(C2=C1Cl)C(S3)C)C(=O)O)=O)F (7-((S)-3-Amino-1-pyrrolidinyl)-8-chloro-6-fluoro-1-methyl-4-oxo-1H,4H-[1,3]thiazeto[3,2-a]quinoline-3-carboxylic acid). Isolated yield 35.5%. Reaction SMILES: [Cl:1][C:2]1[C:3]([N:22]2[CH2:26][CH2:25][C@H:24]([NH:27]C(=O)C(F)(F)F)[CH2:23]2)=[C:4]([F:21])[CH:5]=[C:6]2[C:11]=1[N:10]1[CH:12]([CH3:14])[S:13][C:9]1=[C:8]([C:15]([O:17]CC)=[O:16])[C:7]2=[O:20].[OH-].[K+].C(O)(C)(C)C.O>C(O)(=O)C>[NH2:27][C@H:24]1[CH2:25][CH2:26][N:22]([C:3]2[C:2]([Cl:1])=[C:11]3[C:6]([C:7](=[O:20])[C:8]([C:15]([OH:17])=[O:16])=[C:9]4[S:13][CH:12]([CH3:14])[N:10]43)=[CH:5][C:4]=2[F:21])[CH2:23]1 |f:1.2|. Procedure: A mixture of 1.90 g of ethyl 8-chloro-6-fluoro-1-methyl-4-oxo-7-((S)-3-trifluoroacetylamino-1-pyrrolidinyl)-1H,4H-[1,3]-thiazeto[3,2-a]quinoline-3-carboxylate, 1.23 g of 85% potassium hydroxide, 6.0 ml of tert-butanol and 12 ml of water was stirred at room temperature for 5 hours. The reaction mixture was neutralized with aqueous acetic acid. The precipitate was collected by filtration and recrystallized from water to give 0.51 g of yellow crystals, which were consistent with that of Example 29. Starting materials: O=C(O)C(F)(F)F, COC(=O)c1cccc(O)c1. The product is COC(=O)c1cccc(O)c1C=O. RXN SMILES: [OH:12][C:13]([C:14]([F:15])([F:16])[F:17])=[O:18].[OH:1][c:2]1[cH:3][c:4]([C:5](=[O:6])[O:7][CH3:8])[cH:9][cH:10][cH:11]1>>[OH:1][c:2]1[c:3]([CH:13]=[O:12])[c:4]([C:5](=[O:6])[O:7][CH3:8])[cH:9][cH:10][cH:11]1.